The task is: describe an organic reaction: reactants, conditions, products, and yield. This data is from the Open Reaction Database (ORD), a public repository of structured organic reaction records. Reactants: FC1=C(C=O)C=CC(=C1)F (2,4-difluorobenzaldehyde), CC(COC(C)=O)(C)[N+](=O)[O-] (2-methyl-2-nitro-1-acetoxypropane), C(C)(=O)O (Acetic acid). The reagents and catalysts are [Zn] (zinc). Solvent: ice water, C(C)O (ethanol). Run at time 16 hour. The product is FC1=C(C=CC(=C1)F)C=[N+]([O-])C(COC(C)=O)(C)C (α-(2,4-difluorophenyl)-N-[dimethyl(acetoxymethyl)methyl]nitrone). Isolated yield 48.4%. RXN SMILES: [F:1][C:2]1[CH:9]=[C:8]([F:10])[CH:7]=[CH:6][C:3]=1[CH:4]=O.[CH3:11][C:12]([N+:19]([O-])=[O:20])([CH3:18])[CH2:13][O:14][C:15](=[O:17])[CH3:16].C(O)(=O)C>C(O)C.[Zn]>[F:1][C:2]1[CH:9]=[C:8]([F:10])[CH:7]=[CH:6][C:3]=1[CH:4]=[N+:19]([C:12]([CH3:18])([CH3:11])[CH2:13][O:14][C:15](=[O:17])[CH3:16])[O-:20]. Reported procedure: A suspension of 2,4-difluorobenzaldehyde (428.2 mg, 3.01 mmol), 2-methyl-2-nitro-1-acetoxypropane (467.8 mg, 2.90 mmol) and zinc (321.7 mg, 4.92 mmol) in ethanol (5 ml) was cooled to 0° C. in ice-water bath. Acetic acid (0.57 ml, 9.9 mmol) was added dropwise to the mixture and was warmed to room temperature and stirred for 16 hours. The mixture was filtered through Celite® bed and the filtrate was concentrated and purified by silica gel chromatography (hexane/ethyl acetate=2/1) to give the title... Reactants: ClC1=CC2=C(C=N1)C(=NN2C(C2=CC=CC=C2)(C2=CC=CC=C2)C2=CC=CC=C2)NC (6-Chloro-N-methyl-1-trityl-1H-pyrazolo[4,3-c]pyridin-3-amine), C([O-])([O-])=O.[Cs+].[Cs+] (cesium carbonate), FC1=CC=C(C=C1)[C@@H](C)NC(=O)N ((R)-1-(1-(4-fluorophenyl)ethyl)urea), FC1=CC=C(C=C1)[C@@H](C)NC(=O)N ((R)-1-(1-(4-fluorophenyl)ethyl)urea). The reagents and catalysts are CC(C)C1=CC(=C(C(=C1)C(C)C)C2=C(C=CC(=C2P(C3CCCCC3)C4CCCCC4)OC)OC)C(C)C (BrettPhos). Solvent: O1CCOCC1 (1,4-dioxane). Reaction conditions: temperature 100 celsius, time 3 hour. The product is FC1=CC=C(C=C1)[C@@H](C)NC(=O)NC1=CC2=C(C=N1)C(=NN2C(C2=CC=CC=C2)(C2=CC=CC=C2)C2=CC=CC=C2)NC ((R)-1-(1-(4-fluorophenyl)ethyl)-3-(3-(methylamino)-1-trityl-1H-pyrazolo[4,3-c]pyridin-6-yl)urea). As a reaction SMILES: Cl[C:2]1[N:7]=[CH:6][C:5]2[C:8]([NH:30][CH3:31])=[N:9][N:10]([C:11]([C:24]3[CH:29]=[CH:28][CH:27]=[CH:26][CH:25]=3)([C:18]3[CH:23]=[CH:22][CH:21]=[CH:20][CH:19]=3)[C:12]3[CH:17]=[CH:16][CH:15]=[CH:14][CH:13]=3)[C:4]=2[CH:3]=1.[F:32][C:33]1[CH:38]=[CH:37][C:36]([C@H:39]([NH:41][C:42]([NH2:44])=[O:43])[CH3:40])=[CH:35][CH:34]=1.C(=O)([O-])[O-].[Cs+].[Cs+]>CC(C1C=C(C(C)C)C(C2C(P(C3CCCCC3)C3CCCCC3)=C(OC)C=CC=2OC)=C(C(C)C)C=1)C.O1CCOCC1>[F:32][C:33]1[CH:34]=[CH:35][C:36]([C@H:39]([NH:41][C:42]([NH:44][C:2]2[N:7]=[CH:6][C:5]3[C:8]([NH:30][CH3:31])=[N:9][N:10]([C:11]([C:24]4[CH:29]=[CH:28][CH:27]=[CH:26][CH:25]=4)([C:18]4[CH:23]=[CH:22][CH:21]=[CH:20][CH:19]=4)[C:12]4[CH:17]=[CH:16][CH:15]=[CH:14][CH:13]=4)[C:4]=3[CH:3]=2)=[O:43])[CH3:40])=[CH:37][CH:38]=1 |f:2.3.4|. Reported procedure: 6-Chloro-N-methyl-1-trityl-1H-pyrazolo[4,3-c]pyridin-3-amine (332 mg, 0.781 mmol), (R)-1-(1-(4-fluorophenyl)ethyl)urea (Intermediate 20C; 193 mg, 1.059 mmol), BrettPhos pre-catalyst (48.0 mg, 0.060 mmol), and cesium carbonate (759 mg, 2.330 mmol) were taken up in 1,4-dioxane (6 mL) in a 20 mL microwave vial. The vial was evacuated and back-filled with N2 (×3) and the reaction was stirred at 100° C. for 3 h. Room temperature was attained, the reaction mixture was filtered through Celite, eluting ... As a reaction SMILES: [OH:1][CH2:2][CH2:3][CH2:4][C:5]1[N:6]([CH3:14])[C:7]2[C:12]([N:13]=1)=[CH:11][CH:10]=[CH:9][N:8]=2.O[C:16]1[CH:48]=[CH:47][C:19]([CH2:20][CH:21]2[S:25][C:24](=[O:26])[N:23]([C:27]([C:40]3[CH:45]=[CH:44][CH:43]=[CH:42][CH:41]=3)([C:34]3[CH:39]=[CH:38][CH:37]=[CH:36][CH:35]=3)[C:28]3[CH:33]=[CH:32][CH:31]=[CH:30][CH:29]=3)[C:22]2=[O:46])=[CH:18][CH:17]=1.C(P(CCCC)CCCC)CCC.N(C(N1CCCCC1)=O)=NC(N1CCCCC1)=O>C1(C)C=CC=CC=1>[CH3:14][N:6]1[C:7]2=[N:8][CH:9]=[CH:10][CH:11]=[C:12]2[N:13]=[C:5]1[CH2:4][CH2:3][CH2:2][O:1][C:16]1[CH:48]=[CH:47][C:19]([CH2:20][CH:21]2[S:25][C:24](=[O:26])[N:23]([C:27]([C:40]3[CH:45]=[CH:44][CH:43]=[CH:42][CH:41]=3)([C:34]3[CH:35]=[CH:36][CH:37]=[CH:38][CH:39]=3)[C:28]3[CH:33]=[CH:32][CH:31]=[CH:30][CH:29]=3)[C:22]2=[O:46])=[CH:18][CH:17]=1. Yields the product CN1C(=NC=2C1=NC=CC2)CCCOC2=CC=C(CC1C(N(C(S1)=O)C(C1=CC=CC=C1)(C1=CC=CC=C1)C1=CC=CC=C1)=O)C=C2 (5-[4-{3-(3-Methylimidazo[5,4-b]pyridin-2-yl)-propoxy}benzyl]-3-triphenylmethyl-thiazolidine-2,4-dione). Reported procedure: A procedure similar to that described in Preparation 4 was repeated, except that 750 mg of 2-(3-hydroxy-propyl)-3-methylimidazo[5,4-b]pyridine (prepared as described in Preparation 34), 1.83 g of 5-(4-hydroxy-benzyl)-3-triphenylmethylthiazolidine-2,4-dione, 0.98 ml of tributylphosphine, 990 mg of 1,1'-(azodicarbonyl)di-piperdine and 20 ml of toluene were used, to give the title compound as a crude product. This crude product was purified by column chromatography through silica gel, using a gradi... The reactants are OCCCC=1N(C2=NC=CC=C2N1)C (2-(3-hydroxy-propyl)-3-methylimidazo[5,4-b]pyridine), N(=NC(=O)N1CCCCC1)C(=O)N1CCCCC1 (1,1'-(azodicarbonyl)di-piperdine), OC1=CC=C(CC2C(N(C(S2)=O)C(C2=CC=CC=C2)(C2=CC=CC=C2)C2=CC=CC=C2)=O)C=C1 (5-(4-hydroxy-benzyl)-3-triphenylmethylthiazolidine-2,4-dione), C(CCC)P(CCCC)CCCC (tributylphosphine). Solvent: C1(=CC=CC=C1)C (toluene). The reactants are C(C)N1N=CC(=C1)[N+](=O)[O-] (1-ethyl-4-nitro-1H pyrazole), [Cl-].[NH4+] (ammonium chloride). The reagents and catalysts are [Fe] (iron). The solvent is CCO (EtOH). Conditions: temperature 80 celsius. Product: ClC1=C(C=NN1CC)N (5-Chloro-1-ethyl-1H-pyrazol-4-amine). The yield is 30.0%. RXN SMILES: [CH2:1]([N:3]1[CH:7]=[C:6]([N+:8]([O-])=O)[CH:5]=[N:4]1)[CH3:2].[Cl-:11].[NH4+]>CCO.[Fe]>[Cl:11][C:7]1[N:3]([CH2:1][CH3:2])[N:4]=[CH:5][C:6]=1[NH2:8] |f:1.2|. Reported procedure: To a suspension of 1-ethyl-4-nitro-1H pyrazole (1 equiv) and iron dust (5 equiv) in EtOH (0.285 M) was added ammonium chloride (10 equiv). The mixture was heated to 80° C. for 20 h then cooled to room temperature. The solvent was removed under reduced pressure to give crude material that was purified by silica gel chromatography (1.5% MeOH in DCM) to provide the desired product (30% yield) as a yellow oil. MS (ESI) m/z 146.0 [M+H]+. The reactants are COC(CNC(CC1=CC(=C(C=C1)OCC=C)Cl)=O)=O (4-Allyloxy-3-chloro-phenylacetyl-glycine methyl ester), [OH-].[Na+] (sodium hydroxide), Cl (hydrochloric acid). The solvent is CC(=O)C (acetone). Reaction conditions: temperature 40 celsius. The product is C(C=C)OC1=C(C=C(C=C1)CC(=O)NCC(=O)O)Cl (4-Allyloxy-3-chloro-phenylacetyl-glycine). Isolated yield 79.5%. Reaction SMILES: C[O:2][C:3](=[O:20])[CH2:4][NH:5][C:6](=[O:19])[CH2:7][C:8]1[CH:13]=[CH:12][C:11]([O:14][CH2:15][CH:16]=[CH2:17])=[C:10]([Cl:18])[CH:9]=1.[OH-].[Na+].Cl>CC(C)=O>[CH2:15]([O:14][C:11]1[CH:12]=[CH:13][C:8]([CH2:7][C:6]([NH:5][CH2:4][C:3]([OH:20])=[O:2])=[O:19])=[CH:9][C:10]=1[Cl:18])[CH:16]=[CH2:17] |f:1.2|. Procedure details: 4-Allyloxy-3-chloro-phenylacetyl-glycine methyl ester (0.594 g) was suspended in acetone (8.0 ml) to which was added aqueous sodium hydroxide solution (1 M, 4.0 ml) and the whole was warmed to 40° C. for 30 min. After the solution had been cooled to 0° C., the pH was adjusted to 2-3 using dilute hydrochloric acid (3 M) and quickly extracted with ethyl acetate (20 ml). The extract was dried (anhydrous sodium sulphate). The solvent was evaporated at reduced pressure to leave a solid residue (450 m... Starting materials: COC(=O)NC1=CC=C2C3=CC=NC([C@H](C/C=C/[C@H](C(NC2=C1)=O)C)NC(OC(C)(C)C)=O)=C3 (tert-butyl N-[(10R,11E,14S)-5-[(methoxycarbonyl)amino]-10-methyl-9-oxo-8,16-diazatricyclo[13.3.1.02,7]nonadeca-1(18),2,4,6,11,15(19),16-heptaen-14-yl]carbamate), C(C)(=O)[O-].[Na+] (sodium acetate), OO (hydrogen peroxide), products 22A, 22B. The solvent is O (H2O), C1CCOC1 (THF). Reaction conditions: time 2.5 hour. Yields the product OC1C[C@H](C(NC2=CC(=CC=C2C2=CC=NC([C@H](C1)NC(OC(C)(C)C)=O)=C2)NC(=O)OC)=O)C (tert-Butyl N-[(10R,14S)-12-hydroxy-5-[(methoxycarbonyl)amino]-10-methyl-9-oxo-8,16-diazatricyclo[13.3.1.02,7]nonadeca-1(18),2,4,6,15(19),16-hexaen-14-yl]carbamate). As a reaction SMILES: [CH3:1][O:2][C:3]([NH:5][C:6]1[CH:23]=[C:22]2[C:9]([C:10]3[CH:34]=[C:14]([C@@H:15]([NH:26][C:27](=[O:33])[O:28][C:29]([CH3:32])([CH3:31])[CH3:30])[CH2:16][CH:17]=[CH:18][C@@H:19]([CH3:25])[C:20](=[O:24])[NH:21]2)[N:13]=[CH:12][CH:11]=3)=[CH:8][CH:7]=1)=[O:4].C([O-])(=[O:37])C.[Na+].OO>C1COCC1.O>[OH:37][CH:17]1[CH2:16][C@H:15]([NH:26][C:27](=[O:33])[O:28][C:29]([CH3:30])([CH3:32])[CH3:31])[C:14]2=[CH:34][C:10](=[CH:11][CH:12]=[N:13]2)[C:9]2[C:22](=[CH:23][C:6]([NH:5][C:3]([O:2][CH3:1])=[O:4])=[CH:7][CH:8]=2)[NH:21][C:20](=[O:24])[C@H:19]([CH3:25])[CH2:18]1 |f:1.2|. Procedure details: To a solution of tert-butyl N-[(10R,11E,14S)-5-[(methoxycarbonyl)amino]-10-methyl-9-oxo-8,16-diazatricyclo[13.3.1.02,7]nonadeca-1(18),2,4,6,11,15(19),16-heptaen-14-yl]carbamate (634 mg, 1.36 mmol) 1H in THF (13.6 mL) at 0° C. was added borane tetrahydrofuran complex (4.08 mL, 4.08 mmol) dropwise. The reaction was allowed to warm up to rt and stirred for 2.5 h. The reaction mixture was cooled to 0° C. and added sodium acetate (9.06 ml, 27.2 mmol), followed by hydrogen peroxide (4.16 mL, 40.8 mmol...